From a dataset of the Open Reaction Database (ORD), a public repository of structured organic reaction records. describe an organic reaction: reactants, conditions, products, and yield Starting materials: [Cl-], CC(C)(CCl)COCc1ccc(F)c(Oc2ccccc2)c1, C=C(CC)OCc1ccc(F)c(Oc2ccccc2)c1. Yields the product CC(C)(CF)COCc1ccc(F)c(Oc2ccccc2)c1. Reaction SMILES: [Cl-:23].[Cl:1][CH2:2][C:3]([CH2:4][O:5][CH2:6][c:7]1[cH:8][c:9]([O:14][c:15]2[cH:16][cH:17][cH:18][cH:19][cH:20]2)[c:10]([F:13])[cH:11][cH:12]1)([CH3:21])[CH3:22].[F:24][c:25]1[cH:26][cH:27][c:28]([CH2:29][O:30][C:31]([CH2:32][CH3:33])=[CH2:34])[cH:35][c:36]1[O:37][c:38]1[cH:39][cH:40][cH:41][cH:42][cH:43]1>>[CH2:2]([C:3]([CH2:4][O:5][CH2:6][c:7]1[cH:8][c:9]([O:14][c:15]2[cH:16][cH:17][cH:18][cH:19][cH:20]2)[c:10]([F:13])[cH:11][cH:12]1)([CH3:21])[CH3:22])[F:24]. Reactants: COCCN(CCOC)C(=O)c1cccc([N+](=O)[O-])c1, CCOC(C)=O, [H][H]. Yields the product COCCN(CCOC)C(=O)c1cccc(N)c1. Reaction SMILES: [CH3:1][O:2][CH2:3][CH2:4][N:5]([C:6]([c:7]1[cH:8][c:9]([N+:13]([O-:14])=[O:15])[cH:10][cH:11][cH:12]1)=[O:16])[CH2:17][CH2:18][O:19][CH3:20].[CH3:23][CH2:24][O:25][C:26](=[O:27])[CH3:28].[H:21][H:22]>>[CH3:1][O:2][CH2:3][CH2:4][N:5]([C:6]([c:7]1[cH:8][c:9]([NH2:13])[cH:10][cH:11][cH:12]1)=[O:16])[CH2:17][CH2:18][O:19][CH3:20]. Starting materials: O1CCOCC1 (dioxane), BrC1=C2C=CC(=CC2=CC=C1)S(=O)(=O)OCC(F)(F)F (2,2,2-trifluoroethyl 5-bromonaphthalene-2-sulfonate), CN1N=CC=C1C1=C(C=CC(=C1)C(F)(F)F)B(O)O ((2-(1-methyl-1H-pyrazol-5-yl)-4-(trifluoromethyl)phenyl)boronic acid), [O-]P(=O)([O-])[O-].[K+].[K+].[K+] (potassium phosphate tribasic). Reagents/catalysts: C=1C=CC(=CC1)[P](C=2C=CC=CC2)(C=3C=CC=CC3)[Pd]([P](C=4C=CC=CC4)(C=5C=CC=CC5)C=6C=CC=CC6)([P](C=7C=CC=CC7)(C=8C=CC=CC8)C=9C=CC=CC9)[P](C=1C=CC=CC1)(C=1C=CC=CC1)C=1C=CC=CC1 (Pd(PPh3)4). Solvent: O (water), O (water). Conditions: temperature 80 celsius, time 2 hour. The product is CN1N=C(C=C1)C1=C(C=CC(=C1)C(F)(F)F)C1=C2C=CC(=CC2=CC=C1)S(=O)(=O)OCC(F)(F)F (2,2,2-trifluoroethyl 5-(2-(1-methyl-1H-pyrazol-3-yl)-4-(trifluoromethyl)phenyl)naphthalene-2-sulfonate). Reaction SMILES: Br[C:2]1[CH:11]=[CH:10][CH:9]=[C:8]2[C:3]=1[CH:4]=[CH:5][C:6]([S:12]([O:15][CH2:16][C:17]([F:20])([F:19])[F:18])(=[O:14])=[O:13])=[CH:7]2.C[N:22]1[C:26]([C:27]2[CH:32]=[C:31]([C:33]([F:36])([F:35])[F:34])[CH:30]=[CH:29][C:28]=2B(O)O)=[CH:25][CH:24]=[N:23]1.[O-]P([O-])([O-])=O.[K+].[K+].[K+].O1CCOC[CH2:49]1>C1C=CC([P]([Pd]([P](C2C=CC=CC=2)(C2C=CC=CC=2)C2C=CC=CC=2)([P](C2C=CC=CC=2)(C2C=CC=CC=2)C2C=CC=CC=2)[P](C2C=CC=CC=2)(C2C=CC=CC=2)C2C=CC=CC=2)(C2C=CC=CC=2)C2C=CC=CC=2)=CC=1.O>[CH3:49][N:23]1[CH:24]=[CH:25][C:26]([C:27]2[CH:32]=[C:31]([C:33]([F:36])([F:35])[F:34])[CH:30]=[CH:29][C:28]=2[C:2]2[CH:11]=[CH:10][CH:9]=[C:8]3[C:3]=2[CH:4]=[CH:5][C:6]([S:12]([O:15][CH2:16][C:17]([F:20])([F:19])[F:18])(=[O:14])=[O:13])=[CH:7]3)=[N:22]1 |f:2.3.4.5,^1:57,59,78,97|. Procedure details: A reaction vial was charged with 2,2,2-trifluoroethyl 5-bromonaphthalene-2-sulfonate (0.082 g, 0.222 mmol), (2-(1-methyl-1H-pyrazol-5-yl)-4-(trifluoromethyl)phenyl)boronic acid (0.072 g, 0.267 mmol), potassium phosphate tribasic (0.074 mL, 0.889 mmol) and Pd(PPh3)4 (0.026 g, 0.022 mmol). To this solid mixture was added dioxane (1.010 mL) followed by water (0.101 mL). The head space of the vial was swept with nitrogen and the vial was heated in an oil bath to 80° C. After stirring for 2 hours, LC...